Dataset: the Open Reaction Database (ORD), a public repository of structured organic reaction records. Task: describe an organic reaction: reactants, conditions, products, and yield The reactants are C(C)(C)(C)OC(=O)N1CCC(CC1)NC(C1=C(C=C(C(=C1)OC)NC=1N=CC2=C(N(CC(C(N2C)=O)(F)F)C2CCCC2)N1)F)=O (4-[4-(9-cyclopentyl-7,7-difluoro-5-methyl-6-oxo-6,7,8,9-tetrahydro-5H-pyrimido[4,5-b][1,4]diazepin-2-ylamino)-2-fluoro-5-methoxy-benzoyl-amino]-piperidin-1-carboxylic acid tert-butyl ester), FC(C(=O)O)(F)F.ClCCl (trifluoroacetic acid dichloromethane). Run in ClCCl (dichloromethane). Conditions: time 18 hour. Procedure: To a solution of 0.071 g (0.11 mmole) of 4-[4-(9-cyclopentyl-7,7-difluoro-5-methyl-6-oxo-6,7,8,9-tetrahydro-5H-pyrimido[4,5-b][1,4]diazepin-2-ylamino)-2-fluoro-5-methoxy-benzoyl-amino]-piperidin-1-carboxylic acid tert-butyl ester (I-177) and 3 mL of dichloromethane was added 6 mL of trifluoroacetic acid-dichloromethane (1:1). The mixture was stirred at room temperature for 18 hours, and then concentrated under reduced pressure. The residue was diluted with ethyl acetate and washed with saturated... Yields the product C1(CCCC1)N1C2=C(N(C(C(C1)(F)F)=O)C)C=NC(=N2)NC2=CC(=C(C(=O)NC1CCNCC1)C=C2OC)F (4-(9-cyclopentyl-7,7-difluoro-5-methyl-6-oxo-6,7,8,9-tetrahydro-5H-pyrimido[4,5-b][1,4]diazepin-2-ylamino)-2-fluoro-5-methoxy-N-piperidin-4-yl-benzamide). Reaction SMILES: C(OC([N:8]1[CH2:13][CH2:12][CH:11]([NH:14][C:15](=[O:46])[C:16]2[CH:21]=[C:20]([O:22][CH3:23])[C:19]([NH:24][C:25]3[N:26]=[CH:27][C:28]4[N:34]([CH3:35])[C:33](=[O:36])[C:32]([F:38])([F:37])[CH2:31][N:30]([CH:39]5[CH2:43][CH2:42][CH2:41][CH2:40]5)[C:29]=4[N:44]=3)=[CH:18][C:17]=2[F:45])[CH2:10][CH2:9]1)=O)(C)(C)C.FC(F)(F)C(O)=O.ClCCl>ClCCl>[CH:39]1([N:30]2[CH2:31][C:32]([F:38])([F:37])[C:33](=[O:36])[N:34]([CH3:35])[C:28]3[CH:27]=[N:26][C:25]([NH:24][C:19]4[C:20]([O:22][CH3:23])=[CH:21][C:16]([C:15]([NH:14][CH:11]5[CH2:12][CH2:13][NH:8][CH2:9][CH2:10]5)=[O:46])=[C:17]([F:45])[CH:18]=4)=[N:44][C:29]2=3)[CH2:40][CH2:41][CH2:42][CH2:43]1 |f:1.2|. Isolated yield 83.0%. The reactants are NC1=C(C=C(C=C1)C)C(CS(=O)C)=O (2'-amino-5'-methyl-2-(methylsulfinyl)acetophenone), N(=O)[O-].[Na+] (NaNO2), ClC=1C=C2C(C(=NNC2=CC1)S(=O)C)=O (6-chloro-3-(methylsulfinyl)-4(1H)-cinnolinone). The solvent is Cl (HCl). Yields the product CC=1C=C2C(C(=NNC2=CC1)S(=O)C)=O (6-methyl-3-(methylsulfinyl)-4(1H)-cinnolinone). RXN SMILES: [NH2:1][C:2]1[CH:7]=[CH:6][C:5]([CH3:8])=[CH:4][C:3]=1[C:9](=[O:14])[CH2:10][S:11]([CH3:13])=[O:12].[N:15]([O-])=O.[Na+].ClC1C=C2C(=CC=1)NN=C(S(C)=O)C2=O>Cl>[CH3:8][C:5]1[CH:4]=[C:3]2[C:2](=[CH:7][CH:6]=1)[NH:1][N:15]=[C:10]([S:11]([CH3:13])=[O:12])[C:9]2=[O:14] |f:1.2|. Reported procedure: This compound was prepared by diazotizing a solution of 18.5 g of 2'-amino-5'-methyl-2-(methylsulfinyl)acetophenone in 500 ml of 1N HCl with 6.3 g of NaNO2 in analogous fashion to 6-chloro-3-(methylsulfinyl)-4(1H)-cinnolinone. The material was recrystallized from DMF, m.p. 265°-67°; yield 15 g (77%). The reactants are solution, C1(=CC=C(C=C1)S(=O)(=O)O)C (p-toluenesulphonic acid), C1OC2([C@]3(C)[C@@H](C=C2)[C@@H]2CC=C4C[C@H](CC[C@]4(C)[C@H]2[C@H](C3)O)O)OC1 (17,17-ethylenedioxyandrosta-5,15-diene-3β,11β-diol). The solvent is O (water), CC(=O)C (acetone). Run at time 6 hour. The product is O[C@@H]1CC2=CC[C@H]3[C@@H]4C=CC([C@@]4(C)C[C@@H]([C@@H]3[C@]2(CC1)C)O)=O (3β,11β-dihydroxyandrosta-5,15-dien-17-one). RXN SMILES: C1(C)C=CC(S(O)(=O)=O)=CC=1.C1CO[C:14]2([CH:19]=[CH:18][C@H:17]3[C@H:20]4[C@H:30]([C@@H:31]([OH:33])[CH2:32][C@:15]23[CH3:16])[C@:28]2([CH3:29])[C:23]([CH2:24][C@@H:25]([OH:34])[CH2:26][CH2:27]2)=[CH:22][CH2:21]4)[O:13]1>O.CC(C)=O>[OH:34][C@H:25]1[CH2:26][CH2:27][C@@:28]2([CH3:29])[C:23](=[CH:22][CH2:21][C@@H:20]3[C@@H:30]2[C@@H:31]([OH:33])[CH2:32][C@@:15]2([CH3:16])[C@H:17]3[CH:18]=[CH:19][C:14]2=[O:13])[CH2:24]1. Reported procedure: 4 ml of a solution of 100 mg of p-toluenesulphonic acid in 10 ml of water are added to a solution of 800 mg of 17,17-ethylenedioxyandrosta-5,15-diene-3β,11β-diol in 40 ml of acetone and the whole is stirred for 6 hours at room temperature. After dilution with 40 ml of water, the acetone is distilled off under a water-jet vacuum and the oily residue is taken up in chloroform and washed with ice-cold saturated sodium bicarbonate solution. Evaporation of the organic solvent yields amorphous 3β,11β-... The reactants are CC(=O)OC(C)=O, Cn1cccc1C(=O)O, O, O=[N+]([O-])O. Product: Cn1cc([N+](=O)[O-])cc1C(=O)O. As a reaction SMILES: [CH3:15][C:16]([O:17][C:18](=[O:19])[CH3:20])=[O:21].[CH3:1][n:2]1[c:3]([C:7](=[O:8])[OH:9])[cH:4][cH:5][cH:6]1.[OH2:14].[OH:10][N+:11]([O-:12])=[O:13]>>[CH3:1][n:2]1[c:3]([C:7](=[O:8])[OH:9])[cH:4][c:5]([N+:11](=[O:10])[O-:12])[cH:6]1. The reactants are CCCC[N+](CCCC)(CCCC)CCCC, C1CCOC1, COCOc1ccc(Cc2c(C)cc(O[Si](C(C)C)(C(C)C)C(C)C)cc2C)cc1C=O, CCOC(C)=O, [F-], O. Yields the product COCOc1ccc(Cc2c(C)cc(O)cc2C)cc1C=O. As a reaction SMILES: [CH2:34]([N+:35]([CH2:36][CH2:37][CH2:38][CH3:39])([CH2:40][CH2:41][CH2:42][CH3:43])[CH2:44][CH2:45][CH2:46][CH3:47])[CH2:48][CH2:49][CH3:50].[CH2:51]1[O:52][CH2:53][CH2:54][CH2:55]1.[CH3:1][c:2]1[c:3]([CH2:4][c:5]2[cH:6][cH:7][c:8]([O:13][CH2:14][O:15][CH3:16])[c:9]([CH:10]=[O:11])[cH:12]2)[c:17]([CH3:32])[cH:18][c:19]([O:21][Si:22]([CH:23]([CH3:24])[CH3:25])([CH:26]([CH3:27])[CH3:28])[CH:29]([CH3:30])[CH3:31])[cH:20]1.[CH3:56][CH2:57][O:58][C:59]([CH3:60])=[O:61].[F-:33].[OH2:62]>>[CH3:1][c:2]1[c:3]([CH2:4][c:5]2[cH:6][cH:7][c:8]([O:13][CH2:14][O:15][CH3:16])[c:9]([CH:10]=[O:11])[cH:12]2)[c:17]([CH3:32])[cH:18][c:19]([OH:21])[cH:20]1. Product: CCOC(=O)C1(C)CCN(CCc2ccccc2)CC1. As a reaction SMILES: [CH2:34]1[O:35][CH2:36][CH2:37][CH2:38]1.[CH2:8]([Li:9])[CH2:10][CH2:11][CH3:12].[CH:1]([NH:2][CH:3]([CH3:4])[CH3:5])([CH3:6])[CH3:7].[I:32][CH3:33].[c:13]1([CH2:19][CH2:20][N:21]2[CH2:22][CH2:23][CH:24]([C:27](=[O:28])[O:29][CH2:30][CH3:31])[CH2:25][CH2:26]2)[cH:14][cH:15][cH:16][cH:17][cH:18]1>>[CH3:1][C:24]1([C:27](=[O:28])[O:29][CH2:30][CH3:31])[CH2:23][CH2:22][N:21]([CH2:20][CH2:19][c:13]2[cH:14][cH:15][cH:16][cH:17][cH:18]2)[CH2:26][CH2:25]1. Starting materials: C1CCOC1, [Li]CCCC, CC(C)NC(C)C, CI, CCOC(=O)C1CCN(CCc2ccccc2)CC1. Reactants: NC1CCN(CC1)C(=O)OC(C)(C)C (4-amino-1-Boc-piperidine), CS(=O)(=O)Cl (methanesulfonyl chloride), O (Water), N1=CC=CC=C1 (pyridine). Solvent: ClCCl (dichloromethane), ClCCl (dichloromethane), ClCCl (dichloromethane). Run at time 16 hour. Yields the product C(C)(C)(C)OC(=O)N1CCC(CC1)NS(=O)(=O)C (4-Methanesulfonylamino-piperidine-1-carboxylic acid tert-butyl ester). RXN SMILES: [NH2:1][CH:2]1[CH2:7][CH2:6][N:5]([C:8]([O:10][C:11]([CH3:14])([CH3:13])[CH3:12])=[O:9])[CH2:4][CH2:3]1.[CH3:15][S:16](Cl)(=[O:18])=[O:17].N1C=CC=CC=1.O>ClCCl>[C:11]([O:10][C:8]([N:5]1[CH2:4][CH2:3][CH:2]([NH:1][S:16]([CH3:15])(=[O:18])=[O:17])[CH2:7][CH2:6]1)=[O:9])([CH3:14])([CH3:13])[CH3:12]. Procedure details: To a solution of 4-amino-1-Boc-piperidine (300 mg, 1.50 mmol) in dichloromethane (2.0 mL) was added a solution of methanesulfonyl chloride (348 μL, 4.49 mmol) in dichloromethane (1 mL) followed by a solution of pyridine (485 μL, 5.99 mmol) in dichloromethane (1 mL), and the reaction stirred at rt for 16 h. Water (10 mL) was added, the mixture separated and the organic layer washed with 1M HCl (10 mL), sodium bicarbonate solution (10 mL) then brine (2×10 mL). The solution was dried (MgSO4) and so...